This data is from the Open Reaction Database (ORD), a public repository of structured organic reaction records. The task is: describe an organic reaction: reactants, conditions, products, and yield Starting materials: [Mn](=O)(=O)(=O)[O-].[K+] (Potassium permanganate), S(=S)(=O)([O-])[O-].[Na+].[Na+] (sodium thiosulfate), FC1=C(C=CC(=C1)F)C#CC1=CC=C(C(=N1)N)[N+](=O)[O-] (6-[2-(2,4-difluorophenyl)ethynyl]-3-nitro-pyridin-2-amine), NaH2PO4, Na2HPO4, C(C)(C)(C)OC (methyl tert-butyl ether), [Cl-].[Na+].O (Brine). As a reaction SMILES: [F:1][C:2]1[CH:7]=[C:6]([F:8])[CH:5]=[CH:4][C:3]=1[C:9]#[C:10][C:11]1[N:16]=[C:15]([NH2:17])[C:14]([N+:18]([O-:20])=[O:19])=[CH:13][CH:12]=1.[Mn]([O-])(=O)(=O)=[O:22].[K+].S([O-])([O-])(=O)=S.[Na+].[Na+].C(OC)(C)(C)C.[Cl-].[Na+].[OH2:42]>CC(C)=O.C(OCC)(=O)C>[NH2:17][C:15]1[N:16]=[C:11]([C:10](=[O:22])[C:9]([C:3]2[CH:4]=[CH:5][C:6]([F:8])=[CH:7][C:2]=2[F:1])=[O:42])[CH:12]=[CH:13][C:14]=1[N+:18]([O-:20])=[O:19] |f:1.2,3.4.5,7.8.9|. Conditions: temperature 15 celsius, time 4 hour. Run in CC(=O)C (acetone), C(C)(=O)OCC (ethyl acetate). Yields the product NC1=C(C=CC(=N1)C(C(=O)C1=C(C=C(C=C1)F)F)=O)[N+](=O)[O-] (1-(6-Amino-5-nitro-2-pyridyl)-2-(2,4-difluorophenyl)ethane-1,2-dione). Procedure: To a cold suspension (0-10° C.) of 6-[2-(2,4-difluorophenyl)ethynyl]-3-nitro-pyridin-2-amine (500 g, 1.82 mol) in acetone (10 L), is added cold buffer [NaH2PO4 (0.8 M)/Na2HPO4 (0.8 M)=85/15 (V/V)] (pH=6.0; 0-10° C.; 10 L). The temperature is maintained at 15° C. Potassium permanganate (1035 g, 6.55 mol) is added portionwise (3 portions). The mixture is stirred for 4 h at 15° C. The pH is adjusted to pH=5.0 and the temperature is kept below 15° C. A 28% sodium thiosulfate solution (2054 mL, 3.64 ... Reactants: Cl.N1CCC(CC1)CCCC(=O)O (4-(4-piperidinyl)-butyric acid hydrochloride), CO (methanol), S(=O)(Cl)Cl (thionyl chloride), CO (methanol). Run at time 8 hour. Yields the product Cl.N1CCC(CC1)CCCC(=O)OC (Methyl 4-(4-piperidinyl)-butyrate hydrochloride). As a reaction SMILES: S(Cl)([Cl:3])=O.Cl.[NH:6]1[CH2:11][CH2:10][CH:9]([CH2:12][CH2:13][CH2:14][C:15]([OH:17])=[O:16])[CH2:8][CH2:7]1.[CH3:18]O>>[ClH:3].[NH:6]1[CH2:11][CH2:10][CH:9]([CH2:12][CH2:13][CH2:14][C:15]([O:17][CH3:18])=[O:16])[CH2:8][CH2:7]1 |f:1.2,4.5|. Procedure: 18 ml (0.242 mol) of thionyl chloride are slowly added dropwise to 800 ml of methanol at -10° C., while stirring. A solution of 44.3 g (0.201 mol) of 4-(4-piperidinyl)-butyric acid hydrochloride in 100 ml of methanol is then added dropwise at the same temperature, stirring is continued overnight at room temperature and the mixture is then concentrated to dryness in vacuo. The residue is partitioned between 50% strength potassium carbonate solution and ether. The aqueous phase is extracted twice ... Starting materials: O=Cc1cccc(OCc2ccccc2)c1, NC1CCCc2ccccc21. Product: c1ccc(COc2cccc(CNC3CCCc4ccccc43)c2)cc1. Reaction SMILES: [CH2:1]([c:2]1[cH:3][cH:4][cH:5][cH:6][cH:7]1)[O:8][c:9]1[cH:10][c:11]([CH:12]=[O:13])[cH:14][cH:15][cH:16]1.[CH:17]1([NH2:27])[CH2:18][CH2:19][CH2:20][c:21]2[cH:22][cH:23][cH:24][cH:25][c:26]21>>[CH2:1]([c:2]1[cH:3][cH:4][cH:5][cH:6][cH:7]1)[O:8][c:9]1[cH:10][c:11]([CH2:12][NH:27][CH:17]2[CH2:18][CH2:19][CH2:20][c:21]3[cH:22][cH:23][cH:24][cH:25][c:26]32)[cH:14][cH:15][cH:16]1. Yields the product C(C)(C)(C)OC(N[C@@H]1CC[C@H](CC1)C=C)=O (Trans-(4-vinyl-cyclohexyl)-carbamic acid tert-butyl ester). Reaction conditions: time 1 hour. Run in C1CCOC1 (THF), CC(OCC)=O (EA), C1CCOC1 (THF). Reported procedure: tBuOK (13.78 g, 122.7 mmol) was added in one portion to a white suspension of methyl triphenylphosphonium bromide (43.85 g, 122.7 mmol) in THF (145 mL) at rt under nitrogen. The resulting suspension was stirred for 1 h at rt and a solution of trans-(4-formyl-cyclohexyl)-carbamic acid tert-butyl ester (13.95 g, 61.37 mmol) in THF (40 mL) was added. The mixture was stirred 30 min at rt. A 10% NaHSO4 solution (240 mL) was added and the mixture was diluted with EA (500 mL). The two layers were decan... Reactants: C(C)(C)(C)OC(N[C@@H]1CC[C@H](CC1)C=O)=O (trans-(4-formyl-cyclohexyl)-carbamic acid tert-butyl ester), C(C)(C)(C)O[K] (tBuOK), OS(=O)(=O)[O-].[Na+] (NaHSO4). RXN SMILES: [C:1](O[K])(C)(C)C.[C:7]([O:11][C:12](=[O:22])[NH:13][C@H:14]1[CH2:19][CH2:18][C@H:17]([CH:20]=O)[CH2:16][CH2:15]1)([CH3:10])([CH3:9])[CH3:8].OS([O-])(=O)=O.[Na+]>[Br-].C[P+](C1C=CC=CC=1)(C1C=CC=CC=1)C1C=CC=CC=1.C1COCC1.CC(=O)OCC>[C:7]([O:11][C:12](=[O:22])[NH:13][C@H:14]1[CH2:19][CH2:18][C@H:17]([CH:20]=[CH2:1])[CH2:16][CH2:15]1)([CH3:10])([CH3:9])[CH3:8] |f:2.3,4.5|. Reagents/catalysts: [Br-].C[P+](C1=CC=CC=C1)(C1=CC=CC=C1)C1=CC=CC=C1 (methyl triphenylphosphonium bromide). The yield is 98.2%. Reactants: C1(=CC=CC=C1)C=1N=C2SC3=C(N2C1C=O)CCCC3 (5,6,7,8-tetrahydro-2-phenyl-3-formylimidazo[2,1-b]benzothiazole), C(C1=CC=CC=C1)(=O)NN (benzohydrazide), Cl.C(C)O (hydrochloric acid ethanol), N (ammonia). The solvent is O (water). Yields the product C1(=CC=CC=C1)C=1N=C2SC3=C(N2C1C=NNC(C1=CC=CC=C1)=O)CCCC3 (5,6,7,8-tetrahydro-2-phenyl-3-(benzoylaminoiminomethyl)imidazo[2,1-b]benzothiazole). Yield: 84.0%. Reaction SMILES: [C:1]1([C:7]2[N:8]=[C:9]3[N:13]([C:14]=2[CH:15]=O)[C:12]2[CH2:17][CH2:18][CH2:19][CH2:20][C:11]=2[S:10]3)[CH:6]=[CH:5][CH:4]=[CH:3][CH:2]=1.[C:21]([NH:29][NH2:30])(=[O:28])[C:22]1[CH:27]=[CH:26][CH:25]=[CH:24][CH:23]=1.Cl.C(O)C.N>O>[C:1]1([C:7]2[N:8]=[C:9]3[N:13]([C:14]=2[CH:15]=[N:30][NH:29][C:21](=[O:28])[C:22]2[CH:27]=[CH:26][CH:25]=[CH:24][CH:23]=2)[C:12]2[CH2:17][CH2:18][CH2:19][CH2:20][C:11]=2[S:10]3)[CH:2]=[CH:3][CH:4]=[CH:5][CH:6]=1 |f:2.3|. Procedure details: 0.28 g of 5,6,7,8-tetrahydro-2-phenyl-3-formylimidazo[2,1-b]benzothiazole and 0.15 g of benzohydrazide were stirred over night in 20 ml of a 0.1N hydrochloric acid-ethanol solution at room temperature and the precipitated crystal obtained by filtration. The crystals were dissolved in water and the solution was made alkaline by ammonia solution, then extracted by chloroform. The extract was washed with water and dried, then the solvent was distilled off and the residue was crystallized from ethyl... The reactants are COC1=CC=C(C[C@H](N)C(=O)OCC)C=C1 (ethyl O-methyltyrosinate), ClC=1C=C(C=CC1Cl)S(=O)(=O)Cl (3,4-dichlorophenylsulphonyl chloride). Run in C(Cl)Cl (CH2Cl2), C([O-])([O-])=O.[K+].[K+] (potassium carbonate). The product is ClC=1C=C(C=CC1Cl)S(=O)(=O)N[C@@H](CC1=CC=C(C=C1)OC)C(=O)OCC (racemic ethyl N-(3,4-dichlorophenylsulphonyl)-O-methyltyrosinate). The yield is 92.4%. Reaction SMILES: [Cl:1][C:2]1[CH:3]=[C:4]([S:9](Cl)(=[O:11])=[O:10])[CH:5]=[CH:6][C:7]=1[Cl:8].[CH3:13][O:14][C:15]1[CH:28]=[CH:27][C:18]([CH2:19][C@@H:20]([C:22]([O:24][CH2:25][CH3:26])=[O:23])[NH2:21])=[CH:17][CH:16]=1>C(Cl)Cl.C(=O)([O-])[O-].[K+].[K+]>[Cl:1][C:2]1[CH:3]=[C:4]([S:9]([NH:21][C@H:20]([C:22]([O:24][CH2:25][CH3:26])=[O:23])[CH2:19][C:18]2[CH:17]=[CH:16][C:15]([O:14][CH3:13])=[CH:28][CH:27]=2)(=[O:11])=[O:10])[CH:5]=[CH:6][C:7]=1[Cl:8] |f:3.4.5|. Reported procedure: 5 g of 3,4-dichlorophenylsulphonyl chloride are introduced, with stirring, into a mixture of 3,8 g of ethyl O-methyltyrosinate in 35 ml of CH2Cl2 and 50 ml of a saturated aqueous potassium carbonate solution. After one night, the solid is removed, the organic phase separated and the aqueous phase reextracted with CH2Cl2. The dried organic phases are concentrated and the residue is chromatographed on a silica column, eluting with a mixture of CH2Cl2 and CH3OH (95/5-V/V). 6.8 g of racemic ethyl N-... Starting materials: BrC=1C=C(C(=O)OC)C=C(N1)Br (methyl 2,6-dibromo-isonicotinate), C1=CC=CC=2C3=CC=CC=C3NC12 (carbazole), C1COCCOCCOCCOCCOCCO1 (18-crown-6), C([O-])([O-])=O.[K+].[K+] (potassium carbonate). The solvent is ClC1=C(C=CC=C1)Cl (1,2-dichlorobenzene). Run at time 9 hour. The product is C1=CC=CC=2C3=CC=CC=C3N(C12)C=1C=C(C(=O)OC)C=C(N1)N1C2=CC=CC=C2C=2C=CC=CC12 (Methyl 2,6-di(carbazol-9-yl)isonicotinate). As a reaction SMILES: Br[C:2]1[CH:3]=[C:4]([CH:9]=[C:10](Br)[N:11]=1)[C:5]([O:7][CH3:8])=[O:6].[CH:13]1[C:25]2[NH:24][C:23]3[C:18](=[CH:19][CH:20]=[CH:21][CH:22]=3)[C:17]=2[CH:16]=[CH:15][CH:14]=1.C1O[CH2:42][CH2:41]OCCOCCOCCOCCOC1.C(=O)([O-])[O-].[K+].[K+]>ClC1C=CC=CC=1Cl>[CH:22]1[C:23]2[N:24]([C:2]3[CH:3]=[C:4]([CH:9]=[C:10]([N:24]4[C:42]5[CH:41]=[CH:14][CH:15]=[CH:16][C:17]=5[C:18]5[C:23]4=[CH:22][CH:21]=[CH:20][CH:19]=5)[N:11]=3)[C:5]([O:7][CH3:8])=[O:6])[C:25]3[C:17](=[CH:16][CH:15]=[CH:14][CH:13]=3)[C:18]=2[CH:19]=[CH:20][CH:21]=1 |f:3.4.5|. Reported procedure: To a solution of methyl 2,6-dibromo-isonicotinate (5.0 g, 16.95 mmol) (YZ_I-131), carbazole (6.0 g, 35.88 mmol) Cu (15.0 g, 236.04 mmol) and 18-crown-6 (0.1 g, 0.38 mmol) in 1,2-dichlorobenzene (50.0 ml) was added potassium carbonate (20.0 g, 144.71 mmol) under nitrogen and stirring. The reaction was carried out at 180° C. for 9 hours. After cooling, the reaction mixture was filtrated. Then, the solid residues were carefully washed with dichloromethane. Dichloromethane and 1,2-dichlorobenzene we...